Dataset: the Open Reaction Database (ORD), a public repository of structured organic reaction records. Task: describe an organic reaction: reactants, conditions, products, and yield Product: COC1C(O)CCC(O)(CN2CCCC2)C1C1(C)OC1CC=C(C)C. Reactants: C1CCNC1, COC1C(O)CCC2(CO2)C1C1(C)OC1CC=C(C)C. RXN SMILES: [CH2:21]1[CH2:22][CH2:23][NH:24][CH2:25]1.[CH:1]1([C:12]2([CH3:13])[O:14][CH:15]2[CH2:16][CH:17]=[C:18]([CH3:19])[CH3:20])[CH:2]([O:3][CH3:4])[CH:5]([OH:6])[CH2:7][CH2:8][C:9]12[CH2:10][O:11]2>>[CH:1]1([C:12]2([CH3:13])[O:14][CH:15]2[CH2:16][CH:17]=[C:18]([CH3:19])[CH3:20])[CH:2]([O:3][CH3:4])[CH:5]([OH:6])[CH2:7][CH2:8][C:9]1([CH2:10][N:24]1[CH2:23][CH2:22][CH2:21][CH2:25]1)[OH:11]. Starting materials: C1(NCCC2=CC=CC=C12)=O (3,4-dihydro-2H-isoquinolin-1-one), [H-].[Na+] (sodium hydride), ICC(=O)OCC (ethyl 2-iodoacetate). Run in C1(=CC=CC=C1)C (toluene). The product is C(C)OC(CN1C(C2=CC=CC=C2CC1)=O)=O ((1-oxo-3,4-dihydro-1H-isoquinolin-2-yl)-acetic acid ethyl ester), oil. Isolated yield 84.7%. Reaction SMILES: [C:1]1(=[O:11])[C:10]2[C:5](=[CH:6][CH:7]=[CH:8][CH:9]=2)[CH2:4][CH2:3][NH:2]1.[H-].[Na+].I[CH2:15][C:16]([O:18][CH2:19][CH3:20])=[O:17]>C1(C)C=CC=CC=1>[CH2:19]([O:18][C:16](=[O:17])[CH2:15][N:2]1[CH2:3][CH2:4][C:5]2[C:10](=[CH:9][CH:8]=[CH:7][CH:6]=2)[C:1]1=[O:11])[CH3:20] |f:1.2|. Reported procedure: To a solution of 3,4-dihydro-2H-isoquinolin-1-one (0.250 g, 1.70 mmol) in toluene (5 mL) was added sodium hydride (60% in mineral oil, 0.049 g, 2.04 mmol) and the resulting suspension was heated at about reflux for about 1 h. The reaction mixture was cooled at room temperature and ethyl 2-iodoacetate (0.364 g, 1.70 mmol) was added dropwise and the mixture was again heated at about reflux for about 12 h. The reaction mixture was cooled at room temperature and filtered, rinsed with toluene. The fi...